This data is from the Open Reaction Database (ORD), a public repository of structured organic reaction records. The task is: describe an organic reaction: reactants, conditions, products, and yield The reactants are Cl.NC1=NC=C(C(=N1)N)CC1=CC(=C(C=C1)O)OC (2,4-diamino-5-(3'-methoxy-4'-hydroxybenzyl)pyrimidine hydrochloride), C(C1=CC=CC=C1)OC=1C=C(C=O)C=CC1OC (3-benzyloxy-4-methoxybenzaldehyde). Yields the product COC=1C=C(C=O)C=CC1OCC1=CC=CC=C1 (3-methoxy-4-benzyloxybenzaldehyde). Reaction SMILES: [CH2:1]([O:8][C:9]1[CH:10]=[C:11]([CH:14]=[CH:15][C:16]=1[O:17][CH3:18])C=O)[C:2]1[CH:7]=[CH:6][CH:5]=[CH:4][CH:3]=1.Cl.NC1N=C(N)C(CC2C=C[C:32]([OH:35])=C(OC)C=2)=CN=1>>[CH3:18][O:17][C:16]1[CH:15]=[C:14]([CH:11]=[CH:10][C:9]=1[O:8][CH2:1][C:2]1[CH:3]=[CH:4][CH:5]=[CH:6][CH:7]=1)[CH:32]=[O:35] |f:1.2|. Procedure: In a manner substantially analogous to that described in Example 1, Steps A-C, but substituting for 3-benzyloxy-4-methoxybenzaldehyde used therein, an equimolar amount of 3-methoxy-4-benzyloxybenzaldehyde, there is prepared 2,4-diamino-5-(3'-methoxy-4'-hydroxybenzyl)pyrimidine hydrochloride. Product: Clc1ccc(OCc2ccccc2)c(-c2ccccc2Br)n1. Reaction SMILES: [Br:17][c:18]1[c:19]([B:24]([OH:25])[OH:26])[cH:20][cH:21][cH:22][cH:23]1.[C:27](=[O:28])([O-:29])[O-:30].[CH2:38]([OH:39])[CH3:40].[CH3:33][CH2:34][O:35][CH2:36][CH3:37].[Cl:1][c:2]1[cH:3][cH:4][c:5]([O:9][CH2:10][c:11]2[cH:12][cH:13][cH:14][cH:15][cH:16]2)[c:6]([I:8])[n:7]1.[K+:31].[K+:32].[OH2:125].[c:41]1([CH3:42])[cH:43][cH:44][cH:45][cH:46][cH:47]1.[cH:48]1[cH:49][cH:50][c:51]([P:52]([Pd:53]([P:54]([c:55]2[cH:56][cH:57][cH:58][cH:59][cH:60]2)([c:61]2[cH:62][cH:63][cH:64][cH:65][cH:66]2)[c:67]2[cH:68][cH:69][cH:70][cH:71][cH:72]2)([P:73]([c:74]2[cH:75][cH:76][cH:77][cH:78][cH:79]2)([c:80]2[cH:81][cH:82][cH:83][cH:84][cH:85]2)[c:86]2[cH:87][cH:88][cH:89][cH:90][cH:91]2)[P:92]([c:93]2[cH:94][cH:95][cH:96][cH:97][cH:98]2)([c:99]2[cH:100][cH:101][cH:102][cH:103][cH:104]2)[c:105]2[cH:106][cH:107][cH:108][cH:109][cH:110]2)([c:111]2[cH:112][cH:113][cH:114][cH:115][cH:116]2)[c:117]2[cH:118][cH:119][cH:120][cH:121][cH:122]2)[cH:123][cH:124]1>>[Cl:1][c:2]1[cH:3][cH:4][c:5]([O:9][CH2:10][c:11]2[cH:12][cH:13][cH:14][cH:15][cH:16]2)[c:6](-[c:19]2[c:18]([Br:17])[cH:23][cH:22][cH:21][cH:20]2)[n:7]1. Starting materials: OB(O)c1ccccc1Br, O=C([O-])[O-], CCO, CCOCC, Clc1ccc(OCc2ccccc2)c(I)n1, [K+], [K+], O, Cc1ccccc1, c1ccc(P(c2ccccc2)(c2ccccc2)[Pd](P(c2ccccc2)(c2ccccc2)c2ccccc2)(P(c2ccccc2)(c2ccccc2)c2ccccc2)P(c2ccccc2)(c2ccccc2)c2ccccc2)cc1. Reported procedure: Following a procedure analogous to the procedure described in Example 18, Step B using N-[3-[5-(2-chloro-4-pyrimidinyl)-2-(4-morpholinyl)-1,3-thiazol-4-yl]-2-(methyloxy)phenyl]-2,6-difluorobenzenesulfonamide (150 mg, 0.259 mmol) and isobutylamine (0.259 mL, 2.59 mmol) the title compound was obtained as a yellow solid (17.8 mg, 11% yield). 1H NMR (400 MHz, DMSO-d6) δ ppm 10.31 (s, 1H), 7.78 (d, J=5.3 Hz, 1H), 7.59-7.70 (m, 1H), 7.33 (dd, J=7.9, 1.5 Hz, 1H), 7.20 (t, J=9.1 Hz, 2H), 6.97-7.15 (m, 3... Product: FC1=C(C(=CC=C1)F)S(=O)(=O)NC1=C(C(=CC=C1)C=1N=C(SC1C1=NC(=NC=C1)NCC(C)C)N1CCOCC1)OC (2,6-Difluoro-N-{2-(methyloxy)-3-[5-{2-[(2-methylpropyl)amino]-4-pyrimidinyl}-2-(4-morpholinyl)-1,3-thiazol-4-yl]phenyl}benzenesulfonamide). Reactants: ClC1=NC=CC(=N1)C1=C(N=C(S1)N1CCOCC1)C=1C(=C(C=CC1)NS(=O)(=O)C1=C(C=CC=C1F)F)OC (N-[3-[5-(2-chloro-4-pyrimidinyl)-2-(4-morpholinyl)-1,3-thiazol-4-yl]-2-(methyloxy)phenyl]-2,6-difluorobenzenesulfonamide), C(C(C)C)N (isobutylamine). RXN SMILES: Cl[C:2]1[N:7]=[C:6]([C:8]2[S:12][C:11]([N:13]3[CH2:18][CH2:17][O:16][CH2:15][CH2:14]3)=[N:10][C:9]=2[C:19]2[C:20]([O:37][CH3:38])=[C:21]([NH:25][S:26]([C:29]3[C:34]([F:35])=[CH:33][CH:32]=[CH:31][C:30]=3[F:36])(=[O:28])=[O:27])[CH:22]=[CH:23][CH:24]=2)[CH:5]=[CH:4][N:3]=1.[CH2:39]([NH2:43])[CH:40]([CH3:42])[CH3:41]>>[F:36][C:30]1[CH:31]=[CH:32][CH:33]=[C:34]([F:35])[C:29]=1[S:26]([NH:25][C:21]1[CH:22]=[CH:23][CH:24]=[C:19]([C:9]2[N:10]=[C:11]([N:13]3[CH2:18][CH2:17][O:16][CH2:15][CH2:14]3)[S:12][C:8]=2[C:6]2[CH:5]=[CH:4][N:3]=[C:2]([NH:43][CH2:39][CH:40]([CH3:42])[CH3:41])[N:7]=2)[C:20]=1[O:37][CH3:38])(=[O:28])=[O:27]. The reactants are BrC=1N=C(N2C(NN=CC21)=S)C2=CC=CC=C2 (8-bromo-6-phenyl-imidazo[1,5-d]-as-triazine-4(3H)-thione), C=1C=2N(C(NN1)=S)C=NC2 (imidazo[1,5-d]-as-triazine-4(3H)-thione). The product is BrC=1N=C(N2C(=NN=CC21)SC)C2=CC=CC=C2 (8-Bromo-6-phenyl-4-methylthio-imidazo[1,5-d]-as-triazine). Reported procedure: The procedure of Example 29 is repeated substituting an equimolar amount of 8-bromo-6-phenyl-imidazo[1,5-d]-as-triazine-4(3H)-thione for the imidazo[1,5-d]-as-triazine-4(3H)-thione employed in that example. There is thus obtained the title compound. RXN SMILES: [Br:1][C:2]1[N:3]=[C:4]([C:12]2[CH:17]=[CH:16][CH:15]=[CH:14][CH:13]=2)[N:5]2[C:10]=1[CH:9]=[N:8][NH:7][C:6]2=[S:11].[CH:18]1C2N(C=NC=2)C(=S)NN=1>>[Br:1][C:2]1[N:3]=[C:4]([C:12]2[CH:17]=[CH:16][CH:15]=[CH:14][CH:13]=2)[N:5]2[C:10]=1[CH:9]=[N:8][N:7]=[C:6]2[S:11][CH3:18]. Starting materials: C, Cc1ccccc1C1CC(OC(=O)NCCO)CCN1C(=O)OCc1ccccc1, CO, [Pd]. The product is Cc1ccccc1C1CC(OC(=O)NCCO)CCN1. As a reaction SMILES: [C:33].[CH2:1]([O:2][C:3](=[O:4])[N:11]1[CH:12]([c:24]2[c:25]([CH3:30])[cH:26][cH:27][cH:28][cH:29]2)[CH2:13][CH:14]([O:17][C:18](=[O:19])[NH:20][CH2:21][CH2:22][OH:23])[CH2:15][CH2:16]1)[c:5]1[cH:6][cH:7][cH:8][cH:9][cH:10]1.[CH3:31][OH:32].[Pd:34]>>[NH:11]1[CH:12]([c:24]2[c:25]([CH3:30])[cH:26][cH:27][cH:28][cH:29]2)[CH2:13][CH:14]([O:17][C:18](=[O:19])[NH:20][CH2:21][CH2:22][OH:23])[CH2:15][CH2:16]1.